This data is from the Open Reaction Database (ORD), a public repository of structured organic reaction records. The task is: describe an organic reaction: reactants, conditions, products, and yield Reactants: CC(C)(C)[O-], O=[N+]([O-])c1ccsc1Cl, [K+], CN(C)C=O, c1cn[nH]c1. Yields the product O=[N+]([O-])c1ccsc1-n1cccn1. As a reaction SMILES: [CH3:1][C:2]([CH3:3])([O-:4])[CH3:5].[Cl:12][c:13]1[s:14][cH:15][cH:16][c:17]1[N+:18](=[O:19])[O-:20].[K+:6].[O:21]=[CH:22][N:23]([CH3:24])[CH3:25].[nH:7]1[n:8][cH:9][cH:10][cH:11]1>>[n:7]1(-[c:13]2[s:14][cH:15][cH:16][c:17]2[N+:18](=[O:19])[O-:20])[n:8][cH:9][cH:10][cH:11]1. Starting materials: CC1=C(OCCCC(C(=O)OC)(C)C)C=C(C(=C1)OCC1=CC=CC=C1)C (5-[2,5-Dimethyl-4-(phenylmethoxy)phenoxy]-2,2-dimethylpentanoic acid, methyl ester). Reagents/catalysts: [Pd] (palladium on carbon). The solvent is CO (methanol). Product: OC1=CC(=C(OCCCC(C(=O)OC)(C)C)C=C1C)C (5-(4-Hydroxy-2,5-dimethylphenoxy)-2,2-dimethylpentanoic acid, methyl ester). Yield: 107.0%. As a reaction SMILES: [CH3:1][C:2]1[CH:18]=[C:17]([O:19]CC2C=CC=CC=2)[C:16]([CH3:27])=[CH:15][C:3]=1[O:4][CH2:5][CH2:6][CH2:7][C:8]([CH3:14])([CH3:13])[C:9]([O:11][CH3:12])=[O:10]>CO.[Pd]>[OH:19][C:17]1[C:16]([CH3:27])=[CH:15][C:3]([O:4][CH2:5][CH2:6][CH2:7][C:8]([CH3:13])([CH3:14])[C:9]([O:11][CH3:12])=[O:10])=[C:2]([CH3:1])[CH:18]=1. Reported procedure: A solution of 1.85 g (5 mmol) of 5-[2,5-dimethyl-4-(phenylmethoxy)phenoxy]-2,2-dimethylpentanoic acid, methyl ester (Example 13) in 100 mL of methanol and 0.2 g of 20% palladium on carbon is shaken under a hydrogen atmosphere of 50 pounds per square inch (psi) for 14 hours. The catalyst is removed and the solvent is evaporated to afford the title compound as a colorless oil (1.5 g). The reactants are [Al+3], C1CCOC1, CCOCC, [H-], [H-], [H-], [H-], [Li+], [Na+], [OH-], O, O=C(O)c1ccc2ccccc2c1-c1ccccc1. Reaction SMILES: [Al+3:2].[CH2:29]1[O:30][CH2:31][CH2:32][CH2:33]1.[CH2:34]([O:35][CH2:36][CH3:37])[CH3:38].[H-:1].[H-:4].[H-:5].[H-:6].[Li+:3].[Na+:28].[OH-:27].[OH2:26].[c:7]1(-[c:13]2[c:14]([C:23](=[O:24])[OH:25])[cH:15][cH:16][c:17]3[cH:18][cH:19][cH:20][cH:21][c:22]23)[cH:8][cH:9][cH:10][cH:11][cH:12]1>>[c:7]1(-[c:13]2[c:14]([CH2:23][OH:24])[cH:15][cH:16][c:17]3[cH:18][cH:19][cH:20][cH:21][c:22]23)[cH:8][cH:9][cH:10][cH:11][cH:12]1. The product is OCc1ccc2ccccc2c1-c1ccccc1. Starting materials: solution, FC1=C(C=C(C=C1)CC=CC1=CC=CC=C1)OC1=CC=CC=C1 (4-fluoro-3-phenoxyphenylallylbenzene), C(C)OC1=CC=C(C=C1)[SiH](C)C (4-ethoxyphenyl(dimethyl)silane), 11. The reagents and catalysts are [H+].[H+].Cl[Pt-2](Cl)(Cl)(Cl)(Cl)Cl (hexachloroplatinic acid). Run in C(C)(C)O (isopropanol). The product is C(C)OC1=CC=C(C=C1)[Si](C)(C)CCCC1=CC(=C(C=C1)F)OC1=CC=CC=C1 (4-ethoxyphenyl-3-(4-fluoro-3-phenoxyphenyl)propyl(dimethyl)silane). Isolated yield 81.4%. RXN SMILES: [F:1][C:2]1[CH:7]=[CH:6][C:5]([CH2:8][CH:9]=[CH:10]C2C=CC=CC=2)=[CH:4][C:3]=1[O:17][C:18]1[CH:23]=[CH:22][CH:21]=[CH:20][CH:19]=1.[CH2:24]([O:26][C:27]1[CH:32]=[CH:31][C:30]([SiH:33]([CH3:35])[CH3:34])=[CH:29][CH:28]=1)[CH3:25]>C(O)(C)C.[H+].[H+].Cl[Pt-2](Cl)(Cl)(Cl)(Cl)Cl>[CH2:24]([O:26][C:27]1[CH:32]=[CH:31][C:30]([Si:33]([CH2:10][CH2:9][CH2:8][C:5]2[CH:6]=[CH:7][C:2]([F:1])=[C:3]([O:17][C:18]3[CH:19]=[CH:20][CH:21]=[CH:22][CH:23]=3)[CH:4]=2)([CH3:34])[CH3:35])=[CH:29][CH:28]=1)[CH3:25] |f:3.4.5|. Reported procedure: A few drops of a 30% solution of hexachloroplatinic acid in isopropanol are added twice at 22° C. to a mixture of 2.98 mol of 4-fluoro-3-phenoxyphenylallylbenzene (98.9% pure, 687 g) and 3.24 mol of 4-ethoxyphenyl(dimethyl)silane (595 g, 97.9% pure). After an induction phase of 11/2 hours, spontaneous heating to 130° C. takes place. After stirring is continued for a short period, 259 g of forerun are distilled off in a high vacuum of 0.4-0.15 mbar, followed by 1003 g of product (98.7% pure by GC... Starting materials: FC(C(=O)O)(F)F (Trifluoroacetic acid), C(C)(C)(C)OC(=O)CON=C(C(=O)NC1[C@@H]2N(C(=C(CS2)CN=[N+]=[N-])C(=O)O)C1=O)C1=NSC(=N1)N (7-[2-t-butoxycarbonylmethoxyimino-2-(5-amino-1,2,4-thiadiazol-3-yl)acetamido]-3-azidomethyl-3-cephem-4-carboxylic acid), C(C)(C)OC(C)C (diisopropyl ether). Run in C(Cl)Cl (methylene chloride), C1(=CC=CC=C1)OC (anisole). Reaction conditions: time 7 hour. Product: C(=O)(O)CON=C(C(=O)NC1[C@@H]2N(C(=C(CS2)CN=[N+]=[N-])C(=O)O)C1=O)C1=NSC(=N1)N (7-[2-carboxymethoxyimino-2-(5-amino-1,2,4-thiadiazol-3-yl)acetamido]-3-azidomethyl-3-cephem-4-carboxylic acid). As a reaction SMILES: FC(F)(F)C(O)=O.C([O:12][C:13]([CH2:15][O:16][N:17]=[C:18]([C:38]1[N:42]=[C:41]([NH2:43])[S:40][N:39]=1)[C:19]([NH:21][CH:22]1[C:36](=[O:37])[N:24]2[C:25]([C:33]([OH:35])=[O:34])=[C:26]([CH2:29][N:30]=[N+:31]=[N-:32])[CH2:27][S:28][C@H:23]12)=[O:20])=[O:14])(C)(C)C.C(OC(C)C)(C)C>C(Cl)Cl.C1(OC)C=CC=CC=1>[C:13]([CH2:15][O:16][N:17]=[C:18]([C:38]1[N:42]=[C:41]([NH2:43])[S:40][N:39]=1)[C:19]([NH:21][CH:22]1[C:36](=[O:37])[N:24]2[C:25]([C:33]([OH:35])=[O:34])=[C:26]([CH2:29][N:30]=[N+:31]=[N-:32])[CH2:27][S:28][C@H:23]12)=[O:20])([OH:14])=[O:12]. Procedure details: Trifluoroacetic acid (18 ml) was added to a suspension of 7-[2-t-butoxycarbonylmethoxyimino-2-(5-amino-1,2,4-thiadiazol-3-yl)acetamido]-3-azidomethyl-3-cephem-4-carboxylic acid (syn isomer) (4.6 g) in methylene chloride (10 ml) and anisole (5 ml), and the mixture was stirred for 7 hours at ambient temperature. The reaction mixture was added dropwise to diisopropyl ether (200 ml) and precipitates were collected by filtration. The precipitates were added to a mixture of water and ethyl acetate, an...